Dataset: the Open Reaction Database (ORD), a public repository of structured organic reaction records. Task: describe an organic reaction: reactants, conditions, products, and yield Reactants: B, O=C(CCl)c1ccc(F)cc1, [Na+], C1CCOC1, C1CCOC1, [OH-], CB1OC(c2ccccc2)(c2ccccc2)C2CCCN12. The product is Fc1ccc(C2CO2)cc1. Reaction SMILES: [BH3:38].[Cl:1][CH2:2][C:3](=[O:4])[c:5]1[cH:6][cH:7][c:8]([F:11])[cH:9][cH:10]1.[Na+:40].[O:33]1[CH2:34][CH2:35][CH2:36][CH2:37]1.[O:41]1[CH2:42][CH2:43][CH2:44][CH2:45]1.[OH-:39].[c:12]1([C:13]2([c:14]3[cH:15][cH:16][cH:17][cH:18][cH:19]3)[O:20][B:21]([CH3:22])[N:23]3[CH2:24][CH2:25][CH2:26][CH:27]23)[cH:28][cH:29][cH:30][cH:31][cH:32]1>>[CH2:2]1[CH:3]([c:5]2[cH:6][cH:7][c:8]([F:11])[cH:9][cH:10]2)[O:4]1. Reactants: Nc1ncc(-c2ccc(OCc3ccccc3)nc2)c(-c2ccco2)n1, Cl. Product: Nc1ncc(-c2ccc(=O)[nH]c2)c(-c2ccco2)n1. As a reaction SMILES: [CH2:1]([c:2]1[cH:3][cH:4][cH:5][cH:6][cH:7]1)[O:8][c:9]1[cH:10][cH:11][c:12](-[c:15]2[c:16](-[c:22]3[o:23][cH:24][cH:25][cH:26]3)[n:17][c:18]([NH2:21])[n:19][cH:20]2)[cH:13][n:14]1.[ClH:27]>>[O:8]=[c:9]1[cH:10][cH:11][c:12](-[c:15]2[c:16](-[c:22]3[o:23][cH:24][cH:25][cH:26]3)[n:17][c:18]([NH2:21])[n:19][cH:20]2)[cH:13][nH:14]1.